This data is from the Open Reaction Database (ORD), a public repository of structured organic reaction records. The task is: describe an organic reaction: reactants, conditions, products, and yield Reactants: CCOCC, [Cl-], CI, COc1cc(I)c(C=O)cc1OC(C)C, [NH4+]. The product is COc1cc(I)c(C(C)O)cc1OC(C)C. As a reaction SMILES: [CH3:20][CH2:21][O:22][CH2:23][CH3:24].[Cl-:18].[I:1][CH3:2].[I:3][c:4]1[c:5]([CH:6]=[O:7])[cH:8][c:9]([O:14][CH:15]([CH3:16])[CH3:17])[c:10]([O:12][CH3:13])[cH:11]1.[NH4+:19]>>[CH3:2][CH:6]([c:5]1[c:4]([I:3])[cH:11][c:10]([O:12][CH3:13])[c:9]([O:14][CH:15]([CH3:16])[CH3:17])[cH:8]1)[OH:7]. Reactants: C(C)OC(C[C@@H](CC1=CC=C(C=C1)C1=CC=CC=C1)NC(CCC1=NN=NN1CCC#N)=O)=O ((R)-4-biphenyl-4-yl-3-{3-[1-(2-cyano-ethyl)-1H-tetrazol-5-yl]-propionylamino}-butyric acid ethyl ester), C1CCC2=NCCCN2CC1 (DBU). Solvent: C(Cl)Cl (DCM). Run at time 2 hour. Product: C(C)OC(C[C@@H](CC1=CC=C(C=C1)C1=CC=CC=C1)NC(CCC1=NN=NN1)=O)=O ((R)-4-bipheyl-4-yl-3-(3-1H-tetrazol-5-yl-propionylamino)-butyric acid ethyl ester). The yield is 30.6%. As a reaction SMILES: [CH2:1]([O:3][C:4](=[O:34])[CH2:5][C@H:6]([NH:20][C:21](=[O:33])[CH2:22][CH2:23][C:24]1[N:28](CCC#N)[N:27]=[N:26][N:25]=1)[CH2:7][C:8]1[CH:13]=[CH:12][C:11]([C:14]2[CH:19]=[CH:18][CH:17]=[CH:16][CH:15]=2)=[CH:10][CH:9]=1)[CH3:2].C1CCN2C(=NCCC2)CC1>C(Cl)Cl>[CH2:1]([O:3][C:4](=[O:34])[CH2:5][C@H:6]([NH:20][C:21](=[O:33])[CH2:22][CH2:23][C:24]1[NH:25][N:26]=[N:27][N:28]=1)[CH2:7][C:8]1[CH:9]=[CH:10][C:11]([C:14]2[CH:19]=[CH:18][CH:17]=[CH:16][CH:15]=2)=[CH:12][CH:13]=1)[CH3:2]. Procedure details: To a solution of (R)-4-biphenyl-4-yl-3-{3-[1-(2-cyano-ethyl)-1H-tetrazol-5-yl]-propionylamino}-butyric acid ethyl ester (137 mg, 0.297 mmol) in DCM (8 mL) at room temperature is added DBU (1.507 mL, 10.00 mmol) and the mixture is stirred at room temperature for 2 hours. The reaction is extracted with DCM. The combined organic layer is washed with saturated NH4Cl, brine and dried over anhydrous sodium sulfate, filtered and concentrated under reduced. The obtained residue is purified by flash chro... Solvent: oxygenated methanol. Procedure: A ˜1:1 mixture of (E) and (Z)-2-[[(phenylmethoxy)amino]methyl]-2-hexenoic acid methyl ester (3.95 g, 15 mmol), bis(norbornadiene)rhodium(I)tetrafluoroborate (56.1 mg, 0.15 mmol) and (1S,1′S,2R,2′R)-TangPhos (47.3 mg, 0.165 mmol) in de-oxygenated methanol (90 mL) in a Parr bottle is hydrogenated under H2 (45-55 psi) at RT for 24 hours. The reaction mixture is concentrated on Rotavap under reduced pressure (20 mbar) until no further solvent distills. The residue liquid is dissolved in a mixture of... Conditions: time 24 hour. RXN SMILES: [CH3:1][O:2][C:3](=[O:19])/[C:4](/[CH2:9][NH:10][O:11][CH2:12][C:13]1[CH:18]=[CH:17][CH:16]=[CH:15][CH:14]=1)=[CH:5]\[CH2:6][CH2:7][CH3:8]>[B-](F)(F)(F)F.C1C2C=CC1C=C2.C1C2C=CC1C=C2.[Rh]>[CH3:1][O:2][C:3](=[O:19])[C@H:4]([CH2:9][NH:10][O:11][CH2:12][C:13]1[CH:14]=[CH:15][CH:16]=[CH:17][CH:18]=1)[CH2:5][CH2:6][CH2:7][CH3:8] |f:1.2.3.4|. The reactants are ( E ), COC(\C(=C/CCC)\CNOCC1=CC=CC=C1)=O ((Z)-2-[[(phenylmethoxy)amino]methyl]-2-hexenoic acid methyl ester), (1S,1′S,2R,2′R)-TangPhos. Reagents/catalysts: [B-](F)(F)(F)F.C1C2C=CC1C=C2.C1C2C=CC1C=C2.[Rh] (bis(norbornadiene)rhodium(I)tetrafluoroborate). Product: COC([C@@H](CCCC)CNOCC1=CC=CC=C1)=O (2-[[(phenylmethoxy)amino]methyl]-(2S)-hexanoic acid methyl ester). The yield is 94.5%. Reactants: Fc1cc(Br)ccc1CBr, CCO, N#C[K], O, O. Yields the product N#CCc1ccc(Br)cc1F. As a reaction SMILES: [Br:4][c:5]1[cH:6][c:7]([F:13])[c:8]([CH2:9][Br:10])[cH:11][cH:12]1.[CH2:16]([OH:17])[CH3:18].[K:1][C:2]#[N:3].[OH2:14].[OH2:15]>>[C:2](#[N:3])[CH2:9][c:8]1[c:7]([F:13])[cH:6][c:5]([Br:4])[cH:12][cH:11]1. The reactants are [BH4-], CCO, Cl, [Na+], Cc1ccc(S(=O)(=O)n2ccc3c(NC4CCCCC4)c(CCC4OCCO4)cnc32)cc1. Product: Cc1ccc(S(=O)(=O)n2ccc3c4c(cnc32)CCCN4C2CCCCC2)cc1. As a reaction SMILES: [BH4-:35].[CH3:37][CH2:38][OH:39].[ClH:34].[Na+:36].[O:1]1[CH:2]([CH2:6][CH2:7][c:8]2[c:9]([NH:27][CH:28]3[CH2:29][CH2:30][CH2:31][CH2:32][CH2:33]3)[c:10]3[c:11]([n:12][cH:13]2)[n:14]([S:17](=[O:18])(=[O:19])[c:20]2[cH:21][cH:22][c:23]([CH3:24])[cH:25][cH:26]2)[cH:15][cH:16]3)[O:5][CH2:4][CH2:3]1>>[CH2:2]1[CH2:6][CH2:7][c:8]2[c:9]([c:10]3[c:11]([n:12][cH:13]2)[n:14]([S:17](=[O:18])(=[O:19])[c:20]2[cH:21][cH:22][c:23]([CH3:24])[cH:25][cH:26]2)[cH:15][cH:16]3)[N:27]1[CH:28]1[CH2:29][CH2:30][CH2:31][CH2:32][CH2:33]1.